The task is: describe an organic reaction: reactants, conditions, products, and yield. This data is from the Open Reaction Database (ORD), a public repository of structured organic reaction records. Reactants: [NH4+].[OH-] (NH4OH), C(C)(C)(C)OC(=O)N(OCC1=CC=CC=C1)CCCCC#N (N-(tert-Butoxycarbonyl)-N-(4-cyanobutyl)-O-benzylhydroxylamine). The reagents and catalysts are [Ni] (Raney nickel). Solvent: CO (methanol). Conditions: temperature 0 celsius, time 3.5 hour. Product: NCCCCCN(OCC1=CC=CC=C1)C(=O)OC(C)(C)C (N-(5-Aminopentyl)-N-(tert-butoxycarbonyl)-O-benzylhydroxylamine). RXN SMILES: [NH4+].[OH-].[C:3]([O:7][C:8]([N:10]([CH2:19][CH2:20][CH2:21][CH2:22][C:23]#[N:24])[O:11][CH2:12][C:13]1[CH:18]=[CH:17][CH:16]=[CH:15][CH:14]=1)=[O:9])([CH3:6])([CH3:5])[CH3:4]>[Ni].CO>[NH2:24][CH2:23][CH2:22][CH2:21][CH2:20][CH2:19][N:10]([C:8]([O:7][C:3]([CH3:6])([CH3:5])[CH3:4])=[O:9])[O:11][CH2:12][C:13]1[CH:14]=[CH:15][CH:16]=[CH:17][CH:18]=1 |f:0.1|. Procedure: N-(5-Aminopentyl)-N-(tert-butoxycarbonyl)-O-benzylhydroxylamine (7) was prepared by adding Raney nickel (W-2 grade, 0.98 g) and concentrated NH4OH (1.6 mL) to a solution of (4) (0.57 g, 1.87 mmol) in methanol (9.5 mL) in a 250 mL Parr bottle. The suspension was cooled to 0° C. and ammonia was gently bubbled in for 10 minutes. Hydrogenation was carried out on a Parr shaker for 3.5 hours at 55-58 psi. The catalyst was filtered off (Celite) and the filtrate was concentrated to give 0.61 g crude pro...